From a dataset of the Open Reaction Database (ORD), a public repository of structured organic reaction records. describe an organic reaction: reactants, conditions, products, and yield The reactants are CCCCC(=O)Cl, CCOC(C)=O, CN(C)C=O, CCN(C(C)C)C(C)C, Cl, Cl, N=C(N)Nc1nc2c(s1)CNCC2. The product is CCCCC(=O)C1NCCc2nc(NC(=N)N)sc21. RXN SMILES: [C:10]([CH2:11][CH2:12][CH2:13][CH3:14])(=[O:15])[Cl:16].[CH3:32][CH2:33][O:34][C:35](=[O:36])[CH3:37].[CH3:38][N:39]([CH3:40])[CH:41]=[O:42].[CH:1]([N:2]([CH:3]([CH3:4])[CH3:5])[CH2:6][CH3:7])([CH3:8])[CH3:9].[ClH:17].[ClH:18].[n:19]1[c:20]([NH:28][C:29](=[NH:30])[NH2:31])[s:21][c:22]2[c:27]1[CH2:26][CH2:25][NH:24][CH2:23]2>>[C:10]([CH2:11][CH2:12][CH2:13][CH3:14])(=[O:15])[CH:23]1[c:22]2[s:21][c:20]([NH:28][C:29](=[NH:30])[NH2:31])[n:19][c:27]2[CH2:26][CH2:25][NH:24]1. Reactants: O=C(Cl)c1cc(F)ccc1F, CCOC(=N)N1Cc2ccccc2-c2ccccc2C1. Product: CCOC(=NC(=O)c1cc(F)ccc1F)N1Cc2ccccc2-c2ccccc2C1. Reaction SMILES: [F:21][c:22]1[c:23]([C:24](=[O:25])[Cl:26])[cH:27][c:28]([F:31])[cH:29][cH:30]1.[cH:1]1[cH:2][cH:3][cH:4][c:5]2[c:11]1-[c:10]1[c:9]([cH:15][cH:14][cH:13][cH:12]1)[CH2:8][N:7]([C:16]([O:17][CH2:18][CH3:19])=[NH:20])[CH2:6]2>>[cH:1]1[cH:2][cH:3][cH:4][c:5]2[c:11]1-[c:10]1[c:9]([cH:15][cH:14][cH:13][cH:12]1)[CH2:8][N:7]([C:16]([O:17][CH2:18][CH3:19])=[N:20][C:24]([c:23]1[c:22]([F:21])[cH:30][cH:29][c:28]([F:31])[cH:27]1)=[O:25])[CH2:6]2. The reactants are BrCCCC1=C(CBr)C=CC=C1 (2-(3-bromopropyl)benzyl bromide), Na, solid, C(C)(=O)NC(C(=O)OCC)C(=O)OCC (diethyl acetamidomalonate). Solvent: C(C)O (ethanol), C(C)O (ethanol). The product is BrCCCC1=C(C=CC=C1)CC(C(=O)OCC)(C(=O)OCC)NC(C)=O (Ethyl 3-[2-(3-bromopropyl)phenyl]-2-acetamido-2-carboethoxypropanoate). Reaction SMILES: [C:1]([NH:4][CH:5]([C:11]([O:13][CH2:14][CH3:15])=[O:12])[C:6]([O:8][CH2:9][CH3:10])=[O:7])(=[O:3])[CH3:2].[Br:16][CH2:17][CH2:18][CH2:19][C:20]1[CH:27]=[CH:26][CH:25]=[CH:24][C:21]=1[CH2:22]Br>C(O)C>[Br:16][CH2:17][CH2:18][CH2:19][C:20]1[CH:27]=[CH:26][CH:25]=[CH:24][C:21]=1[CH2:22][C:5]([NH:4][C:1](=[O:3])[CH3:2])([C:11]([O:13][CH2:14][CH3:15])=[O:12])[C:6]([O:8][CH2:9][CH3:10])=[O:7]. Procedure details: To a stirred solution of 0.61 g (27 mmol) Na in 40 mL of dry ethanol was added portionwise 5.86 g (27 mmol) of solid diethyl acetamidomalonate. This mixture was stirred at reflux under nitrogen for 2 h, then cooled to 0°-10° C. on an ice bath. Then, 8.0 g (27 mmol) of 2-(3-bromopropyl)benzyl bromide in 40 mL of dry ethanol was rapidly added. The reaction mixture was stirred for 2 h at 0°-10° C., then 24 h at room temperature. The precipitated inorganic salt was removed by filtration, and was was... The reactants are C(C)(=O)NNC1=NC2=CC=C(C=C2C(=N1)C1=CC=CC=C1)[N+](=O)[O-] (2-(2-acetylhydrazino)-4-phenyl-6-nitroquinazoline), O.N (ammonia water), polyphosphoric acid, ice water. Product: CC1=NN=C2N1C1=CC=C(C=C1C(=N2)C2=CC=CC=C2)[N+](=O)[O-] (1-methyl-5-phenyl-7-nitro-s-triazolo[4,3-a]quinazoline). RXN SMILES: [C:1]([NH:4][NH:5][C:6]1[N:15]=[C:14]([C:16]2[CH:21]=[CH:20][CH:19]=[CH:18][CH:17]=2)[C:13]2[C:8](=[CH:9][CH:10]=[C:11]([N+:22]([O-:24])=[O:23])[CH:12]=2)[N:7]=1)(=O)[CH3:2].O.N>>[CH3:2][C:1]1[N:7]2[C:8]3[C:13]([C:14]([C:16]4[CH:21]=[CH:20][CH:19]=[CH:18][CH:17]=4)=[N:15][C:6]2=[N:5][N:4]=1)=[CH:12][C:11]([N+:22]([O-:24])=[O:23])=[CH:10][CH:9]=3 |f:1.2|. Procedure details: In the next place, a mixture of 0.8 g of 2-(2-acetylhydrazino)-4-phenyl-6-nitroquinazoline thus obtained and 16 g of polyphosphoric acid was heated at 150° to 160° C for 2 hours. The mixture was then poured into ice-water and made alkaline with concentrated ammonia water. The precipitated crystals were filtered, washed with ethanol and then recrystallized from chloroform to obtain 1-methyl-5-phenyl-7-nitro-s-triazolo[4,3-a]quinazoline as pale brown crystals, m.p. 350° - 352° C. Reactants: CCCC[N+](CCCC)(CCCC)CCCC, CN(C)C=O, O=[N+]([O-])c1ccc(Cl)c(CCl)c1Cl, [H-], [I-], [Na+], O, Cc1ccc2cccc(O)c2n1. The product is Cc1ccc2cccc(OCc3c(Cl)ccc([N+](=O)[O-])c3Cl)c2n1. RXN SMILES: [CH2:34]([N+:35]([CH2:36][CH2:37][CH2:38][CH3:39])([CH2:40][CH2:41][CH2:42][CH3:43])[CH2:44][CH2:45][CH2:46][CH3:47])[CH2:48][CH2:49][CH3:50].[CH3:3][N:4]([CH3:5])[CH:6]=[O:7].[Cl:20][c:21]1[c:22]([CH2:23][Cl:24])[c:25]([Cl:32])[cH:26][cH:27][c:28]1[N+:29](=[O:30])[O-:31].[H-:1].[I-:33].[Na+:2].[OH2:51].[OH:8][c:9]1[cH:10][cH:11][cH:12][c:13]2[cH:14][cH:15][c:16]([CH3:19])[n:17][c:18]12>>[O:8]([c:9]1[cH:10][cH:11][cH:12][c:13]2[cH:14][cH:15][c:16]([CH3:19])[n:17][c:18]12)[CH2:23][c:22]1[c:21]([Cl:20])[c:28]([N+:29](=[O:30])[O-:31])[cH:27][cH:26][c:25]1[Cl:32]. Starting materials: NC(C(=O)O)C1=CC=CC=C1 (2-Amino-2-phenylacetic acid), TEA, ClCCCC(=O)Cl (4-chlorobutanoyl chloride). Solvent: O1CCOCC1 (dioxane), O (water). Reaction conditions: temperature 0 celsius, time 1 hour. Yields the product ClCCCC(=O)NC(C(=O)O)C1=CC=CC=C1 (2-(4-chlorobutanamido)-2-phenylacetic acid). Isolated yield 38.9%. As a reaction SMILES: [NH2:1][CH:2]([C:6]1[CH:11]=[CH:10][CH:9]=[CH:8][CH:7]=1)[C:3]([OH:5])=[O:4].[Cl:12][CH2:13][CH2:14][CH2:15][C:16](Cl)=[O:17]>O1CCOCC1.O>[Cl:12][CH2:13][CH2:14][CH2:15][C:16]([NH:1][CH:2]([C:6]1[CH:11]=[CH:10][CH:9]=[CH:8][CH:7]=1)[C:3]([OH:5])=[O:4])=[O:17]. Procedure details: 2-Amino-2-phenylacetic acid (1.00 g, 6.62 mmol) and TEA (2.77 ml, 19.8 mmol) were dissolved in a mixture of dioxane (13.2 ml) and water (13.2 ml). The mixture was cooled at 0° C. with an ice-bath and 4-chlorobutanoyl chloride (814 μl, 7.28 mmol) was added dropwise. The mixture was stirred at the same temperature for 1 hour and then dioxane was evaporated. The aqueous solution was acidified with 1N HCl and then was extracted three times with EtOAc (20 ml×3). The organic phase was dried (Na2SO4) a... Reactants: ClC=1C(=CC(=C(C1)C=1N([C@@H]([C@@H](N1)C1=CC=C(C=C1)Cl)C1=CC=C(C=C1)Cl)C(=O)Cl)OCC)C(C)(C)C#N ((4S,5R)-2-[5-Chloro-4-(cyano-dimethyl-methyl)-2-ethoxy-phenyl]-4,5-bis-(4-chloro-phenyl)-4,5-dihydro-imidazole-1-carbonyl chloride), CON(C(CN1CCNCC1)=O)C (N-methoxy-N-methyl-2-piperazin-1-yl-acetamide). Yields the product ClC=1C(=CC(=C(C1)C=1N([C@@H]([C@@H](N1)C1=CC=C(C=C1)Cl)C1=CC=C(C=C1)Cl)C(=O)N1CCN(CC1)CC(=O)N(C)OC)OCC)C(C)(C)C#N (2-{4-[(4S,5R)-2-[5-Chloro-4-(cyano-dimethyl-methyl)-2-ethoxy-phenyl]-4,5-bis-(4-chloro-phenyl)-4,5-dihydro-imidazole-1-carbonyl]-piperazin-1-yl}-N-methoxy-N-methyl-acetamide). As a reaction SMILES: [Cl:1][C:2]1[C:3]([C:33]([C:36]#[N:37])([CH3:35])[CH3:34])=[CH:4][C:5]([O:30][CH2:31][CH3:32])=[C:6]([C:8]2[N:9]([C:27](Cl)=[O:28])[C@H:10]([C:20]3[CH:25]=[CH:24][C:23]([Cl:26])=[CH:22][CH:21]=3)[C@H:11]([C:13]3[CH:18]=[CH:17][C:16]([Cl:19])=[CH:15][CH:14]=3)[N:12]=2)[CH:7]=1.[CH3:38][O:39][N:40]([CH3:50])[C:41](=[O:49])[CH2:42][N:43]1[CH2:48][CH2:47][NH:46][CH2:45][CH2:44]1>>[Cl:1][C:2]1[C:3]([C:33]([C:36]#[N:37])([CH3:34])[CH3:35])=[CH:4][C:5]([O:30][CH2:31][CH3:32])=[C:6]([C:8]2[N:9]([C:27]([N:46]3[CH2:45][CH2:44][N:43]([CH2:42][C:41]([N:40]([O:39][CH3:38])[CH3:50])=[O:49])[CH2:48][CH2:47]3)=[O:28])[C@H:10]([C:20]3[CH:25]=[CH:24][C:23]([Cl:26])=[CH:22][CH:21]=3)[C@H:11]([C:13]3[CH:18]=[CH:17][C:16]([Cl:19])=[CH:15][CH:14]=3)[N:12]=2)[CH:7]=1. Procedure details: 2-{4-[(4S,5R)-2-[5-Chloro-4-(cyano-dimethyl-methyl)-2-ethoxy-phenyl]-4,5-bis-(4-chloro-phenyl)-4,5-dihydro-imidazole-1-carbonyl]-piperazin-1-yl}-N-methoxy-N-methyl-acetamide was prepared from (4S,5R)-2-[5-Chloro-4-(cyano-dimethyl-methyl)-2-ethoxy-phenyl]-4,5-bis-(4-chloro-phenyl)-4,5-dihydro-imidazole-1-carbonyl chloride (example 12k) and N-methoxy-N-methyl-2-piperazin-1-yl-acetamide (example 16b) in an analogous manner as described in example 25. LR-MS: 725.3 [(M+H)+]